This data is from the Open Reaction Database (ORD), a public repository of structured organic reaction records. The task is: describe an organic reaction: reactants, conditions, products, and yield Starting materials: C1CCOC1, COC(=O)c1ccc(OC)c2c1OCC1(CCOCC1)CO2, C[Si](C)(C)[N-][Si](C)(C)C, Cc1c(Cl)cncc1Cl, [Li+]. Product: COc1ccc(C(=O)Cc2c(Cl)cncc2Cl)c2c1OCC1(CCOCC1)CO2. Reaction SMILES: [CH2:42]1[O:43][CH2:44][CH2:45][CH2:46]1.[CH3:10][O:11][C:12](=[O:13])[c:14]1[cH:15][cH:16][c:17]([O:30][CH3:31])[c:18]2[c:24]1[O:23][CH2:22][C:21]1([CH2:20][O:19]2)[CH2:25][CH2:26][O:27][CH2:28][CH2:29]1.[CH3:33][Si:34]([N-:35][Si:36]([CH3:37])([CH3:38])[CH3:39])([CH3:40])[CH3:41].[Cl:1][c:2]1[cH:3][n:4][cH:5][c:6]([Cl:9])[c:7]1[CH3:8].[Li+:32]>>[Cl:1][c:2]1[cH:3][n:4][cH:5][c:6]([Cl:9])[c:7]1[CH2:8][C:12](=[O:11])[c:14]1[cH:15][cH:16][c:17]([O:30][CH3:31])[c:18]2[c:24]1[O:23][CH2:22][C:21]1([CH2:20][O:19]2)[CH2:25][CH2:26][O:27][CH2:28][CH2:29]1. The yield is 70.0%. Procedure details: A mixture of 2.6 g. of (2-amino-3-benzoylphenyl)acetic acid and sodium hydroxide (0.1 mole) in 25 ml. of water was stirred for approximately 10 min. and then heated to reflux under nitrogen. The reaction mixture was then cooled and filtered. The filtrate was evaporated down to approximately 2 ml., refiltered and a large volume of acetone added to the filtrate to precipitate the product as bright yellow flakes. Yield 70%. Starting materials: NC1=C(C=CC=C1C(C1=CC=CC=C1)=O)CC(=O)O ((2-amino-3-benzoylphenyl)acetic acid), [OH-].[Na+] (sodium hydroxide). The product is O.O.NC1=C(C=CC=C1C(C1=CC=CC=C1)=O)CC(=O)[O-].[Na+] (Sodium 2-amino-3-benzoylphenylacetate Dihydrate). Solvent: O (water). Reaction SMILES: [NH2:1][C:2]1[C:7]([C:8](=[O:15])[C:9]2[CH:14]=[CH:13][CH:12]=[CH:11][CH:10]=2)=[CH:6][CH:5]=[CH:4][C:3]=1[CH2:16][C:17]([OH:19])=[O:18].[OH-:20].[Na+:21]>O>[OH2:15].[OH2:20].[NH2:1][C:2]1[C:7]([C:8](=[O:15])[C:9]2[CH:14]=[CH:13][CH:12]=[CH:11][CH:10]=2)=[CH:6][CH:5]=[CH:4][C:3]=1[CH2:16][C:17]([O-:19])=[O:18].[Na+:21] |f:1.2,4.5.6.7|.